This data is from the Open Reaction Database (ORD), a public repository of structured organic reaction records. The task is: describe an organic reaction: reactants, conditions, products, and yield Starting materials: NC=1C=C(C2=C(C=CO2)C1)O[C@H]1[C@@H](CN(CC1)C(=O)OC(C)(C)C)F (tert-butyl trans-4-[(5-amino-1-benzofuran-7-yl)oxy]-3-fluoropiperidine-1-carboxylate), NC=1C=C(C2=C(C=CO2)C1)O[C@H]1[C@@H](CN(CC1)C(=O)OC(C)(C)C)F (tert-butyl trans-4-[(5-amino-1-benzofuran-7-yl)oxy]-3-fluoropiperidine-1-carboxylate), ClC1=C(C=C(C=C1)F)S(=O)(=O)Cl (2-chloro-5-fluorobenzenesulfonyl chloride). Yields the product Cl.ClC1=C(C=C(C=C1)F)S(=O)(=O)NC=1C=C(C2=C(C=CO2)C1)O[C@H]1[C@@H](CNCC1)F (2-Chloro-5-fluoro-N-(7-{[trans-3-fluoropiperidin-4-yl]oxy}-1-benzofuran-5-yl)benzenesulfonamide hydrochloride). As a reaction SMILES: [NH2:1][C:2]1[CH:3]=[C:4]([O:11][C@@H:12]2[CH2:17][CH2:16][N:15](C(OC(C)(C)C)=O)[CH2:14][C@H:13]2[F:25])[C:5]2[O:9][CH:8]=[CH:7][C:6]=2[CH:10]=1.[Cl:26][C:27]1[CH:32]=[CH:31][C:30]([F:33])=[CH:29][C:28]=1[S:34](Cl)(=[O:36])=[O:35]>>[ClH:26].[Cl:26][C:27]1[CH:32]=[CH:31][C:30]([F:33])=[CH:29][C:28]=1[S:34]([NH:1][C:2]1[CH:3]=[C:4]([O:11][C@@H:12]2[CH2:17][CH2:16][NH:15][CH2:14][C@H:13]2[F:25])[C:5]2[O:9][CH:8]=[CH:7][C:6]=2[CH:10]=1)(=[O:36])=[O:35] |f:2.3|. Reported procedure: The title compound was prepared according to the procedure described for Example 84 starting from tert-butyl trans-4-[(5-amino-1-benzofuran-7-yl)oxy]-3-fluoropiperidine-1-carboxylate (Intermediate 53) and 2-chloro-5-fluorobenzenesulfonyl chloride. Yield: 34 mg (18%), HPLC purity=100%, m/z=443 (M+H)+, 1H NMR (270 MHz, methanol-d4) δ ppm 2.11-2.36 (m, 2H) 3.15-3.58 (m, 3H) 3.63-3.81 (m, 1H) 4.77-4.98 (m, 1H) 5.00-5.24 (m, 1H) 6.75 (d, J=2.23 Hz, 1H) 6.85 (d, J=1.98 Hz, 1H) 7.05 (d, J=1.98 Hz, 1H) ...